This data is from the Open Reaction Database (ORD), a public repository of structured organic reaction records. The task is: describe an organic reaction: reactants, conditions, products, and yield Reactants: N1C(=NC2=C1C=CC=C2)C=O (1H-benzimidazole-2-carbaldehyde), FC(C1=C(CN)C=CC=C1)(F)F (2-trifluoromethylbenzylamine). Reagents/catalysts: C(C)(=O)O (acetic acid). The solvent is CO (methanol). Reaction conditions: time 72 hour. Product: N1C(=NC2=C1C=CC=C2)\C=N\CC2=C(C=CC=C2)C(F)(F)F (N-[(1E)-1H-benzimidazol-2-ylmethylene]-N-[2-(trifluoromethyl)benzyl]amine). RXN SMILES: [NH:1]1[C:5]2[CH:6]=[CH:7][CH:8]=[CH:9][C:4]=2[N:3]=[C:2]1[CH:10]=O.[F:12][C:13]([F:23])([F:22])[C:14]1[CH:21]=[CH:20][CH:19]=[CH:18][C:15]=1[CH2:16][NH2:17]>C(O)(=O)C.CO>[NH:1]1[C:5]2[CH:6]=[CH:7][CH:8]=[CH:9][C:4]=2[N:3]=[C:2]1/[CH:10]=[N:17]/[CH2:16][C:15]1[CH:18]=[CH:19][CH:20]=[CH:21][C:14]=1[C:13]([F:12])([F:22])[F:23]. Procedure details: A mixture of 1.1 g (7.5 mmol) 1H-benzimidazole-2-carbaldehyde (Fluorochem), 1.3 g (7.5 mmol) 2-trifluoromethylbenzylamine and 1 drop glacial acetic acid in 10 ml methanol was stirred at room temperature for 72 hours. The resulted yellow solution was evaporated to c.a. 2–3 ml, cooled to −40° C. and the formed solid filtered. It was washed with methanol/water mixture (1/2) and dried under reduced pressure. Yield—1.96 g (86.4%). 1H NMR (250 MHz, D2-DCM), δ: 5.03 (s, 2H), 7.28–7.69 (m, 8H), 8.46 (s,... Reactants: C(=C)[Mg]Cl (Vinyl magnesium chloride), FC(C1=NN2C(C(=CC=C2OC)C=O)=C1)(F)F (2-trifluoromethyl-4-formyl-7-methoxy-pyrazolo[1,5-a]pyridine), [Cl-].[NH4+] (ammonium chloride). The reagents and catalysts are [O-2].[O-2].[Mn+4] (manganese dioxide), [O-2].[O-2].[Mn+4] (manganese dioxide). Solvent: C(Cl)(Cl)Cl (chloroform), O1CCCC1 (tetrahydrofuran). Run at time 8 hour. Product: COC1=CC=C(C=2N1N=C(C2)C(F)(F)F)C(CC)=O (7-methoxy-4-propionyl-2-trifluoromethyl-pyrazolo[1,5-a]pyridine). As a reaction SMILES: [CH:1]([Mg]Cl)=[CH2:2].[F:5][C:6]([F:21])([F:20])[C:7]1[CH:19]=[C:10]2[C:11]([CH:17]=[O:18])=[CH:12][CH:13]=[C:14]([O:15][CH3:16])[N:9]2[N:8]=1.[Cl-].[NH4+]>O1CCCC1.C(Cl)(Cl)Cl.[O-2].[O-2].[Mn+4]>[CH3:16][O:15][C:14]1[N:9]2[N:8]=[C:7]([C:6]([F:21])([F:5])[F:20])[CH:19]=[C:10]2[C:11]([C:17](=[O:18])[CH2:1][CH3:2])=[CH:12][CH:13]=1 |f:2.3,6.7.8|. Procedure: Vinyl magnesium chloride (1.32 mol/L tetrahydrofuran solution, 22.7 mL) was added dropwise to a solution of the compound of Example 115 (6.09 g) in tetrahydrofuran (250 mL) at −78° C. in a stream of argon gas. The mixture was allowed to gradually warm to room temperature. A saturated aqueous ammonium chloride solution was then added and the mixture was extracted with ethyl acetate. The organic layer was washed with saturated brine and dried over anhydrous sodium sulfate. The solvent was evaporat... Reactants: C1CNCCN1, CCO, Cc1ccc(NC(=O)c2ccc(CCl)cc2)cc1Nc1nccc(-c2cccnc2)n1, O. Yields the product Cc1ccc(NC(=O)c2ccc(CN3CCNCC3)cc2)cc1Nc1nccc(-c2cccnc2)n1. RXN SMILES: [CH2:1]1[CH2:2][NH:3][CH2:4][CH2:5][NH:6]1.[CH3:38][CH2:39][OH:40].[Cl:7][CH2:8][c:9]1[cH:10][cH:11][c:12]([C:13](=[O:14])[NH:15][c:16]2[cH:17][c:18]([NH:23][c:24]3[n:25][cH:26][cH:27][c:28](-[c:30]4[cH:31][n:32][cH:33][cH:34][cH:35]4)[n:29]3)[c:19]([CH3:22])[cH:20][cH:21]2)[cH:36][cH:37]1.[OH2:41]>>[CH2:1]1[CH2:2][N:3]([CH2:8][c:9]2[cH:10][cH:11][c:12]([C:13](=[O:14])[NH:15][c:16]3[cH:17][c:18]([NH:23][c:24]4[n:25][cH:26][cH:27][c:28](-[c:30]5[cH:31][n:32][cH:33][cH:34][cH:35]5)[n:29]4)[c:19]([CH3:22])[cH:20][cH:21]3)[cH:36][cH:37]2)[CH2:4][CH2:5][NH:6]1. Reactants: CC(C)Br, O=[N+]([O-])c1cccc(Nc2nc(Cl)nc3[nH]cnc23)c1, [H-], [Na+], CN(C)C=O, O. Yields the product CC(C)n1cnc2c(Nc3cccc([N+](=O)[O-])c3)nc(Cl)nc21. Reaction SMILES: [Br:23][CH:24]([CH3:25])[CH3:26].[Cl:1][c:2]1[n:3][c:4]([NH:11][c:12]2[cH:13][c:14]([N+:18](=[O:19])[O-:20])[cH:15][cH:16][cH:17]2)[c:5]2[n:6][cH:7][nH:8][c:9]2[n:10]1.[H-:22].[Na+:21].[O:28]=[CH:29][N:30]([CH3:31])[CH3:32].[OH2:27]>>[Cl:1][c:2]1[n:3][c:4]([NH:11][c:12]2[cH:13][c:14]([N+:18](=[O:19])[O-:20])[cH:15][cH:16][cH:17]2)[c:5]2[n:6][cH:7][n:8]([CH:24]([CH3:25])[CH3:26])[c:9]2[n:10]1. RXN SMILES: [NH:1](C(OCC1C=CC=CC=1)=O)[C@H:2]([C:8]([NH:10][C@H:11]([C:19]([NH:21][C@H:22]([C:24]([NH:26][C@H:27]([C:32]([NH:34][CH2:35][C:36]([OH:38])=[O:37])=[O:33])[C@H:28]([CH2:30][CH3:31])[CH3:29])=[O:25])[CH3:23])=[O:20])[C@@H:12]([CH3:18])[O:13][C:14]([CH3:17])([CH3:16])[CH3:15])=[O:9])[CH2:3][CH2:4][C:5](=[O:7])[NH2:6].Cl>CN(C)C=O.[Pd]>[NH2:1][C@H:2]([C:8]([NH:10][C@H:11]([C:19]([NH:21][C@H:22]([C:24]([NH:26][C@H:27]([C:32]([NH:34][CH2:35][C:36]([OH:38])=[O:37])=[O:33])[C@H:28]([CH2:30][CH3:31])[CH3:29])=[O:25])[CH3:23])=[O:20])[C@@H:12]([CH3:18])[O:13][C:14]([CH3:15])([CH3:16])[CH3:17])=[O:9])[CH2:3][CH2:4][C:5](=[O:7])[NH2:6]. Run in CN(C=O)C (dimethylformamide). The reactants are N([C@@H](CCC(N)=O)C(=O)N[C@@H]([C@H](OC(C)(C)C)C)C(=O)N[C@@H](C)C(=O)N[C@@H]([C@@H](C)CC)C(=O)NCC(=O)O)C(=O)OCC1=CC=CC=C1 (Z-Gln-Thr(tBu)-Ala-Ile-Gly-OH), Cl (hydrochloric acid). Reagents/catalysts: [Pd] (Pd on charcoal). The product is N[C@@H](CCC(N)=O)C(=O)N[C@@H]([C@H](OC(C)(C)C)C)C(=O)N[C@@H](C)C(=O)N[C@@H]([C@@H](C)CC)C(=O)NCC(=O)O (H-Gln-Thr(tBu)-Ala-Ile-Gly-OH). Procedure details: 3.40 g of Z-Gln-Thr(tBu)-Ala-Ile-Gly-OH are dissolved in 70 ml of warm dimethylformamide. After cooling to room temperature, 5 ml of 1 N hydrochloric acid and 500 mg of Pd on charcoal (10%) are added and the product hydrogenated. After completion of the hydrogenation the catalyst is filtered off by filtering through 1 g of Norite and the filtrate is concentrated to about 10 ml in a high vacuum at 40° C. This solution is added dropwise to 100 ml of ether and the precipitated material is filtered ... Reactants: C(#N)C(=CC1=CC=C(C#N)C=C1)C(CC)=O (4-(2-cyano-3-oxopent-1-enyl)benzonitrile), CO (MeOH), [H][H] (hydrogen), [H][H] (hydrogen). Reagents/catalysts: [Pd] (Pd/C). Run in CC#N (MeCN). Yields the product C(#N)C(CC1=CC=C(C#N)C=C1)C(CC)=O (4-(2-cyano-3-oxopentyl)benzonitrile). The yield is 99.1%. As a reaction SMILES: [C:1]([C:3]([C:13](=[O:16])[CH2:14][CH3:15])=[CH:4][C:5]1[CH:12]=[CH:11][C:8]([C:9]#[N:10])=[CH:7][CH:6]=1)#[N:2].CO.[H][H]>[Pd].CC#N>[C:1]([CH:3]([C:13](=[O:16])[CH2:14][CH3:15])[CH2:4][C:5]1[CH:12]=[CH:11][C:8]([C:9]#[N:10])=[CH:7][CH:6]=1)#[N:2]. Reported procedure: To a hydrogenation reactor was charged with 4-(2-cyano-3-oxopent-1-enyl)benzonitrile (24) (20 g, 95.1 mmol), Pd/C (2 g, 10%, wet), MeOH (100 ml) and MeCN (100 ml). The mixture was stirred at 25° C. under 50 psi hydrogen for 2 h until absorption of hydrogen was stopped. The mixture was filtered through a celite pad to remove catalyst. It was concentrated under reduced pressure to give product 25 (20 g, 99%) as an oil. The product was directly used for the next step reaction without further purifi... The reactants are [Li]CCCC, Cc1ccc2ccccc2c1, CC(C)=O, [Cl-], [NH4+], C1CCOC1, C1CCOC1, O. RXN SMILES: [CH2:17]([Li:18])[CH2:19][CH2:20][CH3:21].[CH3:1][c:2]1[cH:3][cH:4][c:5]2[cH:6][cH:7][cH:8][cH:9][c:10]2[cH:11]1.[CH3:22][C:23]([CH3:24])=[O:25].[Cl-:26].[NH4+:27].[O:12]1[CH2:13][CH2:14][CH2:15][CH2:16]1.[O:28]1[CH2:29][CH2:30][CH2:31][CH2:32]1.[OH2:33]>>[CH2:1]([c:2]1[cH:3][cH:4][c:5]2[cH:6][cH:7][cH:8][cH:9][c:10]2[cH:11]1)[C:23]([CH3:22])([CH3:24])[OH:25]. Product: CC(C)(O)Cc1ccc2ccccc2c1.